From a dataset of the Open Reaction Database (ORD), a public repository of structured organic reaction records. describe an organic reaction: reactants, conditions, products, and yield Reactants: COC(=O)CS, O=C([O-])[O-], COc1cc(OC)nc(S(C)(=O)=O)n1, CN(C)C=O, [K+], [K+], O. Product: COC(=O)CSc1nc(OC)cc(OC)n1. As a reaction SMILES: [C:1]([CH2:2][SH:3])(=[O:4])[O:5][CH3:6].[C:7](=[O:8])([O-:9])[O-:10].[CH3:13][O:14][c:15]1[n:16][c:17]([S:23]([CH3:24])(=[O:25])=[O:26])[n:18][c:19]([O:21][CH3:22])[cH:20]1.[CH3:28][N:29]([CH3:30])[CH:31]=[O:32].[K+:11].[K+:12].[OH2:27]>>[C:1]([CH2:2][S:3][c:17]1[n:16][c:15]([O:14][CH3:13])[cH:20][c:19]([O:21][CH3:22])[n:18]1)(=[O:4])[O:5][CH3:6]. Starting materials: CCCOc1ccccc1-c1ccc(C(=O)O)c(=O)[nH]1, CO, ClC(Cl)Cl, O=S(=O)(O)O. Product: CCCOc1ccccc1-c1ccc(C(=O)OC)c(=O)[nH]1. RXN SMILES: [CH2:1]([CH2:2][CH3:3])[O:4][c:5]1[c:6](-[c:11]2[cH:12][cH:13][c:14]([C:18](=[O:19])[OH:20])[c:15](=[O:17])[nH:16]2)[cH:7][cH:8][cH:9][cH:10]1.[CH3:21][OH:22].[CH:28]([Cl:29])([Cl:30])[Cl:31].[S:23](=[O:24])(=[O:25])([OH:26])[OH:27]>>[CH2:1]([CH2:2][CH3:3])[O:4][c:5]1[c:6](-[c:11]2[cH:12][cH:13][c:14]([C:18](=[O:19])[O:20][CH3:21])[c:15](=[O:17])[nH:16]2)[cH:7][cH:8][cH:9][cH:10]1. Yields the product COc1cc2ncnc3c2c(c1OC)CC(O)N3c1ccccc1. RXN SMILES: [CH2:1]([CH:2]=[CH2:3])[c:4]1[c:5]2[c:6]([NH:18][c:19]3[cH:20][cH:21][cH:22][cH:23][cH:24]3)[n:7][cH:8][n:9][c:10]2[cH:11][c:12]([O:16][CH3:17])[c:13]1[O:14][CH3:15].[CH3:25][OH:26]>>[CH2:1]1[CH:2]([OH:26])[N:18]([c:19]2[cH:20][cH:21][cH:22][cH:23][cH:24]2)[c:6]2[c:5]3[c:4]1[c:13]([O:14][CH3:15])[c:12]([O:16][CH3:17])[cH:11][c:10]3[n:9][cH:8][n:7]2. Starting materials: C=CCc1c(OC)c(OC)cc2ncnc(Nc3ccccc3)c12, CO. Starting materials: CSc1ccccc1CCC(C(C)OCc1ccccc1)n1cnc(C(N)=O)c1, CO, ClC(Cl)Cl, C[Si](C)(C)I. Product: CSc1ccccc1CCC(C(C)O)n1cnc(C(N)=O)c1. RXN SMILES: [CH2:1]([c:2]1[cH:3][cH:4][cH:5][cH:6][cH:7]1)[O:8][CH:9]([CH3:10])[CH:11]([CH2:12][CH2:13][c:14]1[c:15]([S:20][CH3:21])[cH:16][cH:17][cH:18][cH:19]1)[n:22]1[cH:23][n:24][c:25]([C:27](=[O:28])[NH2:29])[cH:26]1.[CH3:35][OH:36].[CH:37]([Cl:38])([Cl:39])[Cl:40].[I:30][Si:31]([CH3:32])([CH3:33])[CH3:34]>>[OH:8][CH:9]([CH3:10])[CH:11]([CH2:12][CH2:13][c:14]1[c:15]([S:20][CH3:21])[cH:16][cH:17][cH:18][cH:19]1)[n:22]1[cH:23][n:24][c:25]([C:27](=[O:28])[NH2:29])[cH:26]1. Reactants: C(C)(=O)OC1=C(C=C(C=C1)C=1C(=NC(=NC1)C1=CC=CC=C1)Cl)OC(C)=O (4-(4-Chloro-2-phenyl-5-pyrimidinyl)-o-phenylene diacetate), O.S.[Na] (sodium hydrogen sulphide hydrate). Run in CO (methanol). The product is OC=1C=C(C=CC1O)C=1C(NC(=NC1)C1=CC=CC=C1)=S (5-(3,4-dihydroxyphenyl)-2-phenyl-4(3H)-pyrimidinethione). The yield is 77.4%. Reaction SMILES: C([O:4][C:5]1[CH:10]=[CH:9][C:8]([C:11]2[C:12](Cl)=[N:13][C:14]([C:17]3[CH:22]=[CH:21][CH:20]=[CH:19][CH:18]=3)=[N:15][CH:16]=2)=[CH:7][C:6]=1[O:24]C(=O)C)(=O)C.O.[SH2:29].[Na]>CO>[OH:24][C:6]1[CH:7]=[C:8]([C:11]2[C:12](=[S:29])[NH:13][C:14]([C:17]3[CH:22]=[CH:21][CH:20]=[CH:19][CH:18]=3)=[N:15][CH:16]=2)[CH:9]=[CH:10][C:5]=1[OH:4] |f:1.2.3,^1:29|. Procedure: 4-(4-Chloro-2-phenyl-5-pyrimidinyl)-o-phenylene diacetate (6.0 g) (15.7 mmol) are suspended in 200 ml of methanol. 10 g of sodium hydrogen sulphide hydrate are added at 50° C. while stirring. After a further 4 hours at 60° C. the mixture is filtered and the filtrate is concentrated. The residue is dissolved in about 150 ml of water and the solution is brought to pH 5 with 1N aqueous hydrochloric acid. The precipitated product is filtered off under suction, washed with water, dried at room temper... The reactants are CC(CC)NC1=CC=CC=C1 (N-(1-methylpropyl)aniline), C(CCCCCC)Br (1-n-heptylbromide). Product: C(CCCCCC)N(C1=CC=CC=C1)C(CC)C (N-n-heptyl-N-(1-methylpropyl)aniline). Reaction SMILES: [CH3:1][CH:2]([NH:5][C:6]1[CH:11]=[CH:10][CH:9]=[CH:8][CH:7]=1)[CH2:3][CH3:4].[CH2:12](Br)[CH2:13][CH2:14][CH2:15][CH2:16][CH2:17][CH3:18]>>[CH2:12]([N:5]([CH:2]([CH3:1])[CH2:3][CH3:4])[C:6]1[CH:11]=[CH:10][CH:9]=[CH:8][CH:7]=1)[CH2:13][CH2:14][CH2:15][CH2:16][CH2:17][CH3:18]. Procedure: N-n-heptyl-N-(1-methylpropyl)aniline was prepared from N-(1-methylpropyl)aniline and 1-n-heptylbromide using the same method as in Example 2ii). Reactants: N1=CC=C(C=C1)CC=1NCCN1 (2-(4-pyridylmethyl)-imidazoline). The reagents and catalysts are [Ni] (Raney-Nickle). Solvent: C(C)O (ethanol). Run at temperature 210 celsius. Yields the product N1=CC=C(C=C1)CC=1NC=CN1 (2-(4-pyridylmethyl)-imidazole). Yield: 62.9%. RXN SMILES: [N:1]1[CH:6]=[CH:5][C:4]([CH2:7][C:8]2[NH:9][CH2:10][CH2:11][N:12]=2)=[CH:3][CH:2]=1>C(O)C.[Ni]>[N:1]1[CH:6]=[CH:5][C:4]([CH2:7][C:8]2[NH:12][CH:11]=[CH:10][N:9]=2)=[CH:3][CH:2]=1. Procedure: The mixture of 2-(4-pyridylmethyl)-imidazoline (6.6 g, 0.04M) and Raney-Nickle (3 g) was heated initially at 210° C. and gradually raised to 250° C. in 15 min. After the reaction, the reaction was dissolved in ethanol (50 ml) and filtered to remove the catalyst. The filtrate was stripped to dryness and distilled (0.25 mmHg, 180° C.) to give 2-(4-pyridylmethyl)-imidazole (4.1 g, 62% yield).